This data is from the Open Reaction Database (ORD), a public repository of structured organic reaction records. The task is: describe an organic reaction: reactants, conditions, products, and yield Reactants: C(CC)(=O)N1C(OC2=C1C=CC=C2)=O (N-propionyl-2-benzoxazolone), COCC=O (methoxyacetaldehyde). The product is O1C(NC2=C1C=CC=C2)=O (2-Benzoxazolone). Reaction SMILES: C([N:5]1[C:9]2[CH:10]=[CH:11][CH:12]=[CH:13][C:8]=2[O:7][C:6]1=[O:14])(=O)CC.COCC=O>>[O:7]1[C:8]2[CH:13]=[CH:12][CH:11]=[CH:10][C:9]=2[NH:5][C:6]1=[O:14]. Procedure: Is prepared according to the method of paragraph C by reaction of N-propionyl-2-benzoxazolone with methoxyacetaldehyde. Reactants: C(CCC)[Li] (n-butyllithium), [OH-].[Na+] (sodium hydroxide), ClCC1=CC=NC=C1 (4-chloromethylpyridine), Cl.ClCC1=CC=NC=C1 (4-chloromethylpyridine hydrochloride), C([O-])(O)=O.[Na+] (sodium bicarbonate), C1(CCCC1)C(=O)O (cyclopentanecarboxylic acid), [H-].[Na+] (sodium hydride), C(C)(C)NC(C)C (diisopropylamine). The solvent is CCCCCC (hexane), CCCCCC (hexane), O1CCCC1 (tetrahydrofuran). Conditions: temperature 0 celsius, time 15 minute. Yields the product N1=CC=C(C=C1)CC1(CCCC1)C(=O)O (1-(4-Pyridylmethyl)cyclopentanecarboxylic Acid). Isolated yield 24.8%. As a reaction SMILES: [H-].[Na+].C(NC(C)C)(C)C.[CH:10]1([C:15]([OH:17])=[O:16])[CH2:14][CH2:13][CH2:12][CH2:11]1.C([Li])CCC.Cl[CH2:24][C:25]1[CH:30]=[CH:29][N:28]=[CH:27][CH:26]=1.Cl.ClCC1C=CN=CC=1.C(=O)(O)[O-].[Na+].[OH-].[Na+]>O1CCCC1.CCCCCC>[N:28]1[CH:29]=[CH:30][C:25]([CH2:24][C:10]2([C:15]([OH:17])=[O:16])[CH2:14][CH2:13][CH2:12][CH2:11]2)=[CH:26][CH:27]=1 |f:0.1,6.7,8.9,10.11|. Procedure: To a suspension of 3.69 g (123 mmol) of 80% sodium hydride in 150 mL of anhydrous tetrahydrofuran and 11.6 g (115 mmol) of diisopropylamine, at 0° C. was added 12.82 g (112 mmol) of cyclopentanecarboxylic acid. This was then heated at reflux for 15 minutes, cooled to 0° C. and 45 mL of 2.5M n-butyllithium in hexane added. After 15 minutes at 0° C. and 30 minutes at 35° C., the mixture was recooled to 0° C. and a solution of 14.4 g (112 mmol) of 4-chloromethylpyridine (freshly prepared from 4-chl... Reported procedure: To a solution of 25 mg of amine prepared in Example 11 and 0.05 mL of DIPEA in 0.5 mL of methylene chloride was added 15 mg of dimethylcarbamoyl chloride. After 2 h at 50° C. in a sealed vial, the volatiles were evaporated under a stream of nitrogen and the residue was purified on a 1 mm preparative silica gel plate eluted with ethyl acetate to afford 25 mg of title compound. Mass spec (NH3 /CI): 489 (M+1). The yield is 85.4%. Reactants: FC(C=1C=C(C=C(C1)C(F)(F)F)COC1C(C(CC1)NC)C1=CC=CC=C1)(F)F (1-(SR)-(3,5-Bis(trifluoromethyl)phenyl)methoxy-2-(SR)-phenyl-3-(RS)-(methyl amino)cyclopentane), CCN(C(C)C)C(C)C (DIPEA), CN(C(=O)Cl)C (dimethylcarbamoyl chloride). RXN SMILES: [F:1][C:2]([F:29])([F:28])[C:3]1[CH:4]=[C:5]([CH2:13][O:14][CH:15]2[CH2:19][CH2:18][CH:17]([NH:20][CH3:21])[CH:16]2[C:22]2[CH:27]=[CH:26][CH:25]=[CH:24][CH:23]=2)[CH:6]=[C:7]([C:9]([F:12])([F:11])[F:10])[CH:8]=1.CCN(C(C)C)C(C)C.[CH3:39][N:40]([CH3:44])[C:41](Cl)=[O:42]>C(Cl)Cl>[F:1][C:2]([F:28])([F:29])[C:3]1[CH:4]=[C:5]([CH2:13][O:14][CH:15]2[CH2:19][CH2:18][CH:17]([N:20]([C:41]([N:40]([CH3:44])[CH3:39])=[O:42])[CH3:21])[CH:16]2[C:22]2[CH:23]=[CH:24][CH:25]=[CH:26][CH:27]=2)[CH:6]=[C:7]([C:9]([F:12])([F:11])[F:10])[CH:8]=1. Product: FC(C=1C=C(C=C(C1)C(F)(F)F)COC1C(C(CC1)N(C)C(=O)N(C)C)C1=CC=CC=C1)(F)F (1-(SR)-(3,5-Bis(trifluoromethyl)phenyl)methoxy-2-(SR)-phenyl-3-(RS)-(N-(dimethylaminocarbonyl)-N-methylamino)cyclopentane). The solvent is C(Cl)Cl (methylene chloride).